Dataset: the Open Reaction Database (ORD), a public repository of structured organic reaction records. Task: describe an organic reaction: reactants, conditions, products, and yield The reactants are N(=NC(=O)OCC)C(=O)OCC (Diethyl azodicarboxylate), BrC1=CC=C(C=C1)O (4-bromophenol), CSCCO (2-methylthioethanol), C1(=CC=CC=C1)P(C1=CC=CC=C1)C1=CC=CC=C1 (triphenylphospine). The solvent is O1CCCC1 (tetrahydrofuran). Reaction conditions: time 1 hour. The product is BrC1=CC=C(OCCSC)C=C1 (1-(4-bromophenoxy)-2-methylthioethane). The yield is 59.5%. RXN SMILES: N(C(OCC)=O)=NC(OCC)=O.[Br:13][C:14]1[CH:19]=[CH:18][C:17]([OH:20])=[CH:16][CH:15]=1.[CH3:21][S:22][CH2:23][CH2:24]O.C1(P(C2C=CC=CC=2)C2C=CC=CC=2)C=CC=CC=1>O1CCCC1>[Br:13][C:14]1[CH:19]=[CH:18][C:17]([O:20][CH2:24][CH2:23][S:22][CH3:21])=[CH:16][CH:15]=1. Procedure details: Diethyl azodicarboxylate (13.4 g) was added over a period of 20 minutes to a stirred solution of 4-bromophenol (12 g), 2-methylthioethanol (6.4 g) and triphenylphospine (18.2 g) in tetrahydrofuran (250 ml) at -5° C. under an atmosphere of argon. The mixture was stirred at ambient temperature for 1 hour and the solvent was then removed by evaporation. The residue was partitioned between dichloromethane (150 ml) and water (150 ml). The aqueous phase was separated and extracted with dichloromethane... Yields the product Cn1cccc1Cc1ccc(N)cc1. Starting materials: CCOC(C)=O, Cn1cccc1Cc1ccc([N+](=O)[O-])cc1. Reaction SMILES: [CH3:17][CH2:18][O:19][C:20](=[O:21])[CH3:22].[CH3:1][n:2]1[c:3]([CH2:7][c:8]2[cH:9][cH:10][c:11]([N+:14]([O-:15])=[O:16])[cH:12][cH:13]2)[cH:4][cH:5][cH:6]1>>[CH3:1][n:2]1[c:3]([CH2:7][c:8]2[cH:9][cH:10][c:11]([NH2:14])[cH:12][cH:13]2)[cH:4][cH:5][cH:6]1. Starting materials: CCOC(C)=O, CSC(=C[N+](=O)[O-])NCCCOc1cccc(CN2CCCCC2)c1, CO, CC#N, CN(CCCN)CCC(c1ccc(F)cc1)c1ccccn1. Yields the product CN(CCCNC(=C[N+](=O)[O-])NCCCOc1cccc(CN2CCCCC2)c1)CCC(c1ccc(F)cc1)c1ccccn1. Reaction SMILES: [C:50]([O:51][CH2:52][CH3:53])(=[O:54])[CH3:55].[CH3:23][S:24][C:25](=[CH:26][N+:27](=[O:28])[O-:29])[NH:30][CH2:31][CH2:32][CH2:33][O:34][c:35]1[cH:36][c:37]([CH2:41][N:42]2[CH2:43][CH2:44][CH2:45][CH2:46][CH2:47]2)[cH:38][cH:39][cH:40]1.[CH3:48][OH:49].[CH3:56][C:57]#[N:58].[F:1][c:2]1[cH:3][cH:4][c:5]([CH:8]([CH2:9][CH2:10][N:11]([CH2:12][CH2:13][CH2:14][NH2:15])[CH3:16])[c:17]2[n:18][cH:19][cH:20][cH:21][cH:22]2)[cH:6][cH:7]1>>[F:1][c:2]1[cH:3][cH:4][c:5]([CH:8]([CH2:9][CH2:10][N:11]([CH2:12][CH2:13][CH2:14][NH:15][C:25](=[CH:26][N+:27](=[O:28])[O-:29])[NH:30][CH2:31][CH2:32][CH2:33][O:34][c:35]2[cH:36][c:37]([CH2:41][N:42]3[CH2:43][CH2:44][CH2:45][CH2:46][CH2:47]3)[cH:38][cH:39][cH:40]2)[CH3:16])[c:17]2[n:18][cH:19][cH:20][cH:21][cH:22]2)[cH:6][cH:7]1.